The task is: describe an organic reaction: reactants, conditions, products, and yield. This data is from the Open Reaction Database (ORD), a public repository of structured organic reaction records. Starting materials: CCOC(C)=O, CCO, [N-]=[N+]=[N-], COC(=O)CCC(C(N)=O)N1Cc2c(OCc3ccc(CBr)cc3)cccc2C1=O, [Na+], O. Yields the product COC(=O)CCC(C(N)=O)N1Cc2c(OCc3ccc(CN=[N+]=[N-])cc3)cccc2C1=O. As a reaction SMILES: [CH3:36][CH2:37][O:38][C:39]([CH3:40])=[O:41].[CH3:42][CH2:43][OH:44].[N-:2]=[N+:3]=[N-:4].[NH2:5][C:6]([CH:7]([CH2:8][CH2:9][C:10](=[O:11])[O:12][CH3:13])[N:14]1[C:15](=[O:33])[c:16]2[cH:17][cH:18][cH:19][c:20]([O:23][CH2:24][c:25]3[cH:26][cH:27][c:28]([CH2:31][Br:32])[cH:29][cH:30]3)[c:21]2[CH2:22]1)=[O:34].[Na+:1].[OH2:35]>>[N:2](=[N+:3]=[N-:4])[CH2:31][c:28]1[cH:27][cH:26][c:25]([CH2:24][O:23][c:20]2[cH:19][cH:18][cH:17][c:16]3[c:21]2[CH2:22][N:14]([CH:7]([C:6]([NH2:5])=[O:34])[CH2:8][CH2:9][C:10](=[O:11])[O:12][CH3:13])[C:15]3=[O:33])[cH:30][cH:29]1. The reactants are COc1cc(C=C(CCCCl)C(=O)OC(C)(C)C)ccc1-n1ccnc1Cl, O=C(O)C(F)(F)F. Yields the product COc1cc(C=C(CCCCl)C(=O)O)ccc1-n1ccnc1Cl. RXN SMILES: [C:8]([CH3:9])([CH3:10])([CH3:11])[O:12][C:13]([C:14]([CH2:15][CH2:16][CH2:17][Cl:18])=[CH:19][c:20]1[cH:21][c:22]([O:32][CH3:33])[c:23](-[n:26]2[c:27]([Cl:31])[n:28][cH:29][cH:30]2)[cH:24][cH:25]1)=[O:34].[OH:1][C:2]([C:3]([F:4])([F:5])[F:6])=[O:7]>>[O:12]=[C:13]([C:14]([CH2:15][CH2:16][CH2:17][Cl:18])=[CH:19][c:20]1[cH:21][c:22]([O:32][CH3:33])[c:23](-[n:26]2[c:27]([Cl:31])[n:28][cH:29][cH:30]2)[cH:24][cH:25]1)[OH:34].